Dataset: the Open Reaction Database (ORD), a public repository of structured organic reaction records. Task: describe an organic reaction: reactants, conditions, products, and yield Starting materials: FC(C1=CC=C(C=C1)C(C#N)(CCCCl)C(C)C)(F)F ((±)-4-trifluoromethyl-α-(1-methylethyl)-α-(3-chloro-propyl)benzeneacetonitrile), CNCC1=CC=CC=C1 (methyl benzylamine), C([O-])([O-])=O.[K+].[K+] (potassium carbonate), CN(C)C=O (DMF). Reagents/catalysts: [I-].C(CCC)[N+](CCCC)(CCCC)CCCC (tetra-n-butylammonium iodide). Run at time 8 hour. Product: Cl.CC(C)C(C#N)(C1=CC=C(C=C1)C(F)(F)F)CCCN(CCC1=CC=CC=C1)C ((±)-α-(1-methylethyl)-α-[3-[methyl(2-phenylethyl)amino]propyl]-4-(trifluoromethyl)benzeneacetonitrile, monohydrochloride). Reaction SMILES: [F:1][C:2]([F:20])([F:19])[C:3]1[CH:8]=[CH:7][C:6]([C:9]([CH:16]([CH3:18])[CH3:17])([CH2:12][CH2:13][CH2:14][Cl:15])[C:10]#[N:11])=[CH:5][CH:4]=1.CN[CH2:23][C:24]1[CH:29]=[CH:28][CH:27]=[CH:26][CH:25]=1.C(=O)([O-])[O-].[K+].[K+].[CH3:36][N:37](C=O)[CH3:38]>[I-].C([N+](CCCC)(CCCC)CCCC)CCC>[ClH:15].[CH3:17][CH:16]([C:9]([CH2:12][CH2:13][CH2:14][N:37]([CH3:38])[CH2:36][CH2:23][C:24]1[CH:25]=[CH:26][CH:27]=[CH:28][CH:29]=1)([C:6]1[CH:7]=[CH:8][C:3]([C:2]([F:20])([F:19])[F:1])=[CH:4][CH:5]=1)[C:10]#[N:11])[CH3:18] |f:2.3.4,6.7,8.9|. Procedure details: A mixture of the product of Example 7, Step (b) (271 mg, 0.89 mmole), methyl benzylamine (2.42 mg, 2.00 inmoles), tetra-n-butylammonium iodide (37 mg, 10 mmole %), and anhydrous potassium carbonate (2.76 mg, 2.00 mmoles) in 1.0 mL DMF was stirred overnight at 80-86°. After cooling, the mixture was partitioned between diethyl ether and water. The aqueous layer was extracted with ether, the combined organic extracts were washed with brine, dried over magnesium sulfate, filtered and the solvent eva... Reactants: OC1=CC(=CC2=[O+]C3=CC=CC=C3C=C12)O (1,3-dihydroxy-xanthenium), [C-]#N.[K+] (potassium cyanide). The solvent is CN(C=O)C (dimethylformamide). Conditions: time 2 hour. Yields the product C(#N)C1C2=CC=CC=C2OC=2C=C(C=C(C12)O)O (9-cyano-1,3-dihydroxy-xanthene). Yield: 83.6%. Reaction SMILES: [OH:1][C:2]1[C:15]2[C:6](=[O+:7][C:8]3[C:13]([CH:14]=2)=[CH:12][CH:11]=[CH:10][CH:9]=3)[CH:5]=[C:4]([OH:16])[CH:3]=1.[C-:17]#[N:18].[K+]>CN(C)C=O>[C:17]([CH:14]1[C:15]2[C:2]([OH:1])=[CH:3][C:4]([OH:16])=[CH:5][C:6]=2[O:7][C:8]2[C:13]1=[CH:12][CH:11]=[CH:10][CH:9]=2)#[N:18] |f:1.2|. Procedure details: A mixture of 15.5 g (50.0 mmol) of 1,3-dihydroxy-xanthenium bisulfam [R. K. M. Pillai et al, J. Org. Chem. 51, 717 (1986)] and 4.90 g (75.0 mmol) of potassium cyanide in 150 ml of dimethylformamide is kept at 130° C. for 2 hours. The solvent is then concentrated on a vacuum rotary evaporator and the residue is taken up in ethyl acetate. The ethyl acetate phase is washed with water, dried over sodium sulfate and concentrated on a vacuum rotary evaporator. Chromatography of the residue over silica...